This data is from the Open Reaction Database (ORD), a public repository of structured organic reaction records. The task is: describe an organic reaction: reactants, conditions, products, and yield The reactants are CC(C)(C)OC(=O)CC(N)C(=O)OC(C)(C)C, O=C(O)CNC(=O)c1csc(NC(=O)NCc2ccccc2)n1. The product is CC(C)(C)OC(=O)CC(NC(=O)CNC(=O)c1csc(NC(=O)NCc2ccccc2)n1)C(=O)OC(C)(C)C. Reaction SMILES: [C:24]([CH3:25])([CH3:26])([CH3:27])[O:28][C:29]([CH:30]([NH2:31])[CH2:32][C:33](=[O:34])[O:35][C:36]([CH3:37])([CH3:38])[CH3:39])=[O:40].[CH2:1]([c:2]1[cH:3][cH:4][cH:5][cH:6][cH:7]1)[NH:8][C:9]([NH:10][c:11]1[s:12][cH:13][c:14]([C:16](=[O:17])[NH:18][CH2:19][C:20](=[O:21])[OH:22])[n:15]1)=[O:23]>>[CH2:1]([c:2]1[cH:3][cH:4][cH:5][cH:6][cH:7]1)[NH:8][C:9]([NH:10][c:11]1[s:12][cH:13][c:14]([C:16](=[O:17])[NH:18][CH2:19][C:20](=[O:22])[NH:31][CH:30]([C:29]([O:28][C:24]([CH3:25])([CH3:26])[CH3:27])=[O:40])[CH2:32][C:33](=[O:34])[O:35][C:36]([CH3:37])([CH3:38])[CH3:39])[n:15]1)=[O:23].